From a dataset of the Open Reaction Database (ORD), a public repository of structured organic reaction records. describe an organic reaction: reactants, conditions, products, and yield Reactants: CN1C(=O)C(=O)NC1=O (1-methylparabanic acid), BrCC(=O)OCC (ethyl bromoacetate), [OH-].[K+] (potassium hydroxide). Solvent: C(C)O (ethanol). Product: CN1C(N(C(C1=O)=O)CC(=O)OCC)=O (ethyl 1-methyl-2,4,5-trioxoimidazolidine-3-acetate). Reaction SMILES: [OH-].[K+].[CH3:3][N:4]1[C:10](=[O:11])[NH:9][C:7](=[O:8])[C:5]1=[O:6].Br[CH2:13][C:14]([O:16][CH2:17][CH3:18])=[O:15]>C(O)C>[CH3:3][N:4]1[C:5](=[O:6])[C:7](=[O:8])[N:9]([CH2:13][C:14]([O:16][CH2:17][CH3:18])=[O:15])[C:10]1=[O:11] |f:0.1|. Procedure: 2.7 g of potassium hydroxide was dissolved in 150 ml of ethanol. 5.1 g of 1-methylparabanic acid and 10 ml of ethyl bromoacetate were added thereto and the solution was heated under reflux for 6 hours. After cooling, the insoluble substance was filtered off and ethanol was distilled away. The residue was dissolved in ethyl acetate, washed with 5% sodium carbonate and brine, dried over anhydrous sodium sulfate, and passes through silica gel column. Ethyl acetate was distilled away and the residue...